This data is from the Open Reaction Database (ORD), a public repository of structured organic reaction records. The task is: describe an organic reaction: reactants, conditions, products, and yield Reactants: C1CNCCC2=C1C=CC=C2 (2,3,4,5-tetrahydro-1H-3-benzazepine), N1=CC=CC=C1 (pyridine), ClC(=O)OCC (ethyl chloroformate). The solvent is ClCCl (dichloromethane), ClCCl (dichloromethane). Run at time 8 hour. Product: C1CN(CCC2=C1C=CC=C2)C(=O)OCC (ethyl 1,2,4,5-tetrahydro-3H-3-benzazepine-3-carboxylate). As a reaction SMILES: [CH2:1]1[C:7]2[CH:8]=[CH:9][CH:10]=[CH:11][C:6]=2[CH2:5][CH2:4][NH:3][CH2:2]1.N1C=CC=CC=1.Cl[C:19]([O:21][CH2:22][CH3:23])=[O:20]>ClCCl>[CH2:5]1[C:6]2[CH:11]=[CH:10][CH:9]=[CH:8][C:7]=2[CH2:1][CH2:2][N:3]([C:19]([O:21][CH2:22][CH3:23])=[O:20])[CH2:4]1. Procedure: To a solution of 1.75 g of 2,3,4,5-tetrahydro-1H-3-benzazepine in 20 ml of dichloromethane was added 2.884 ml of pyridine. The reaction mixture was ice-cooled, and 1.705 ml of ethyl chloroformate which had been dissolved in 5 ml of dichloromethane was added dropwise thereto, followed by stirring overnight. The reaction mixture was concentrated under reduced pressure and the residue was purified by silica gel chromatography (elution solvent: HEX-EtOAc) to obtain 2.15 g of ethyl 1,2,4,5-tetrahydro... Starting materials: CCOC(=O)c1c(C(C)C)nc(C(C)C)c(C(=O)OCC)c1-c1ccc(F)cc1, C1CCOC1, O. Product: CCOC(=O)c1c(C(C)C)nc(C(C)C)c(CO)c1-c1ccc(F)cc1. As a reaction SMILES: [CH:1]([CH3:2])([CH3:3])[c:4]1[n:5][c:6]([CH:27]([CH3:28])[CH3:29])[c:7]([C:22](=[O:23])[O:24][CH2:25][CH3:26])[c:8](-[c:15]2[cH:16][cH:17][c:18]([F:21])[cH:19][cH:20]2)[c:9]1[C:10](=[O:11])[O:12][CH2:13][CH3:14].[O:31]1[CH2:32][CH2:33][CH2:34][CH2:35]1.[OH2:30]>>[CH:1]([CH3:2])([CH3:3])[c:4]1[n:5][c:6]([CH:27]([CH3:28])[CH3:29])[c:7]([CH2:22][OH:23])[c:8](-[c:15]2[cH:16][cH:17][c:18]([F:21])[cH:19][cH:20]2)[c:9]1[C:10](=[O:11])[O:12][CH2:13][CH3:14]. Reactants: NC1=NC=NN2C1=C(C(=C2C2CCN(CC2)C(=O)OC(C)(C)C)COC)C2=CC(=C(C=C2)NC(NC2=C(C=CC(=C2)C(F)(F)F)F)=O)F (tert-butyl 4-{4-amino-5-[3-fluoro-4-({[2-fluoro-5-(trifluoromethyl)phenyl]carbamoyl}amino)phenyl]-6-(methoxymethyl)pyrrolo[2,1-f][1,2,4]triazin-7-yl}piperidine-1-carboxylate), FC(C(=O)O)(F)F (trifluoroacetic acid). The solvent is C(Cl)Cl (methylene chloride). Reaction conditions: time 17 hour. Product: NC1=NC=NN2C1=C(C(=C2C2CCNCC2)COC)C2=CC(=C(C=C2)NC(=O)NC2=C(C=CC(=C2)C(F)(F)F)F)F (1-{4-[4-amino-6-(methoxymethyl)-7-piperidin-4-ylpyrrolo[2,1-f][1,2,4]triazin-5-yl]-2-fluorophenyl}-3-[2-fluoro-5-(trifluoromethyl)phenyl]urea). Yield: 70.4%. Reaction SMILES: [NH2:1][C:2]1[C:7]2=[C:8]([C:27]3[CH:32]=[CH:31][C:30]([NH:33][C:34](=[O:47])[NH:35][C:36]4[CH:41]=[C:40]([C:42]([F:45])([F:44])[F:43])[CH:39]=[CH:38][C:37]=4[F:46])=[C:29]([F:48])[CH:28]=3)[C:9]([CH2:24][O:25][CH3:26])=[C:10]([CH:11]3[CH2:16][CH2:15][N:14](C(OC(C)(C)C)=O)[CH2:13][CH2:12]3)[N:6]2[N:5]=[CH:4][N:3]=1.FC(F)(F)C(O)=O>C(Cl)Cl>[NH2:1][C:2]1[C:7]2=[C:8]([C:27]3[CH:32]=[CH:31][C:30]([NH:33][C:34]([NH:35][C:36]4[CH:41]=[C:40]([C:42]([F:45])([F:43])[F:44])[CH:39]=[CH:38][C:37]=4[F:46])=[O:47])=[C:29]([F:48])[CH:28]=3)[C:9]([CH2:24][O:25][CH3:26])=[C:10]([CH:11]3[CH2:16][CH2:15][NH:14][CH2:13][CH2:12]3)[N:6]2[N:5]=[CH:4][N:3]=1. Procedure details: To a flask charged with tert-butyl 4-{4-amino-5-[3-fluoro-4-({[2-fluoro-5-(trifluoromethyl)phenyl]carbamoyl}amino)phenyl]-6-(methoxymethyl)pyrrolo[2,1-f][1,2,4]triazin-7-yl}piperidine-1-carboxylate was added methylene chloride (12.5 mL). To this suspension was added 12.5 mL of trifluoroacetic acid. The homogeneous solution was allowed to stir at rt under nitrogen for 17 hours. The reaction mixture was concentrated and the residue dissolved in EtOAc. The organic phase was washed with saturated so... Reactants: C1CCOC1, CCCNc1cc(C(F)(F)F)ccc1C=CC(=O)OC, CO, [Li+], [OH-]. The product is CCCNc1cc(C(F)(F)F)ccc1C=CC(=O)O. As a reaction SMILES: [CH2:23]1[O:24][CH2:25][CH2:26][CH2:27]1.[CH3:1][O:2][C:3]([CH:4]=[CH:5][c:6]1[c:7]([NH:16][CH2:17][CH2:18][CH3:19])[cH:8][c:9]([C:12]([F:13])([F:14])[F:15])[cH:10][cH:11]1)=[O:20].[CH3:28][OH:29].[Li+:22].[OH-:21]>>[O:2]=[C:3]([CH:4]=[CH:5][c:6]1[c:7]([NH:16][CH2:17][CH2:18][CH3:19])[cH:8][c:9]([C:12]([F:13])([F:14])[F:15])[cH:10][cH:11]1)[OH:20]. Reactants: [Al+3], C=CCC1(C=CC(=O)OC)c2ccccc2CCc2ccccc21, C1CCOC1, [H-], [H-], [H-], [H-], [Li+], [Na+], [OH-], O. As a reaction SMILES: [Al+3:26].[CH2:1]([CH:2]=[CH2:3])[C:4]1([CH:19]=[CH:20][C:21](=[O:22])[O:23][CH3:24])[c:5]2[c:6]([cH:15][cH:16][cH:17][cH:18]2)[CH2:7][CH2:8][c:9]2[c:10]1[cH:11][cH:12][cH:13][cH:14]2.[CH2:34]1[O:35][CH2:36][CH2:37][CH2:38]1.[H-:25].[H-:28].[H-:29].[H-:30].[Li+:27].[Na+:33].[OH-:32].[OH2:31]>>[CH2:1]([CH:2]=[CH2:3])[C:4]1([CH:19]=[CH:20][CH2:21][OH:22])[c:5]2[c:6]([cH:15][cH:16][cH:17][cH:18]2)[CH2:7][CH2:8][c:9]2[c:10]1[cH:11][cH:12][cH:13][cH:14]2. Yields the product C=CCC1(C=CCO)c2ccccc2CCc2ccccc21. The reactants are O=[N+]([O-])c1ccc(Br)c(CBr)c1, [C-]#N, Cc1ccccc1, [Na+], O. The product is N#CCc1cc([N+](=O)[O-])ccc1Br. As a reaction SMILES: [Br:1][c:2]1[c:3]([CH2:11][Br:12])[cH:4][c:5]([N+:8](=[O:9])[O-:10])[cH:6][cH:7]1.[C-:13]#[N:14].[CH3:16][c:17]1[cH:18][cH:19][cH:20][cH:21][cH:22]1.[Na+:15].[OH2:23]>>[Br:1][c:2]1[c:3]([CH2:11][C:13]#[N:14])[cH:4][c:5]([N+:8](=[O:9])[O-:10])[cH:6][cH:7]1.